Dataset: the Open Reaction Database (ORD), a public repository of structured organic reaction records. Task: describe an organic reaction: reactants, conditions, products, and yield The reactants are ClCCl, COc1ccc(NC(=O)c2ccc([N+](=O)[O-])cc2NC(=O)c2ccc(OC)cc2OCCN)cc1, O=C(O)c1cccs1. Yields the product COc1ccc(NC(=O)c2ccc([N+](=O)[O-])cc2NC(=O)c2ccc(OC)cc2OCCNC(=O)c2cccs2)cc1. Reaction SMILES: [CH2:44]([Cl:45])[Cl:46].[NH2:1][CH2:2][CH2:3][O:4][c:5]1[c:6]([C:7](=[O:8])[NH:9][c:10]2[c:11]([C:12](=[O:13])[NH:14][c:15]3[cH:16][cH:17][c:18]([O:21][CH3:22])[cH:19][cH:20]3)[cH:23][cH:24][c:25]([N+:27](=[O:28])[O-:29])[cH:26]2)[cH:30][cH:31][c:32]([O:34][CH3:35])[cH:33]1.[s:36]1[c:37]([C:41](=[O:42])[OH:43])[cH:38][cH:39][cH:40]1>>[NH:1]([CH2:2][CH2:3][O:4][c:5]1[c:6]([C:7](=[O:8])[NH:9][c:10]2[c:11]([C:12](=[O:13])[NH:14][c:15]3[cH:16][cH:17][c:18]([O:21][CH3:22])[cH:19][cH:20]3)[cH:23][cH:24][c:25]([N+:27](=[O:28])[O-:29])[cH:26]2)[cH:30][cH:31][c:32]([O:34][CH3:35])[cH:33]1)[C:41]([c:37]1[s:36][cH:40][cH:39][cH:38]1)=[O:42]. Procedure: 5 mmol of sodium 3-(1-triphenylmethyl-1H-imidazol-4-yl)propanolate and 7 mmol of 2-methoxyethane chloride are treated as described in Example 5. As a reaction SMILES: C1(C(C2C=CC=CC=2)(C2C=CC=CC=2)[N:8]2[CH:12]=[C:11]([CH2:13][CH2:14][CH2:15][O-:16])[N:10]=[CH:9]2)C=CC=CC=1.[Na+].[Cl-].[CH3:31][O:32][CH2:33][CH3:34]>>[CH3:31][O:32][CH2:33][CH2:34][O:16][CH2:15][CH2:14][CH2:13][C:11]1[N:10]=[CH:9][NH:8][CH:12]=1 |f:0.1,2.3|. Product: COCCOCCCC=1N=CNC1 (3-(1H-Imidazol-4-yl)propyl 2-methoxyethyl ether). The reactants are C1(=CC=CC=C1)C(N1C=NC(=C1)CCC[O-])(C1=CC=CC=C1)C1=CC=CC=C1.[Na+] (sodium 3-(1-triphenylmethyl-1H-imidazol-4-yl)propanolate), [Cl-].COCC (2-methoxyethane chloride).